This data is from the Open Reaction Database (ORD), a public repository of structured organic reaction records. The task is: describe an organic reaction: reactants, conditions, products, and yield Reactants: NC1=CC=C(C(=O)CCC(=O)O)C=C1 (3-(p-aminobenzoyl)propionic acid), ClC(=O)OCC (ethyl chloroformate). Run in O1CCCC1 (tetrahydrofuran). Yields the product C(C)OC(=O)NC1=CC=C(C(=O)CCC(=O)O)C=C1 (3-(p-ethoxycarbonylaminobenzoyl)-propionic acid). Yield: 56.8%. RXN SMILES: [NH2:1][C:2]1[CH:14]=[CH:13][C:5]([C:6]([CH2:8][CH2:9][C:10]([OH:12])=[O:11])=[O:7])=[CH:4][CH:3]=1.Cl[C:16]([O:18][CH2:19][CH3:20])=[O:17]>O1CCCC1>[CH2:19]([O:18][C:16]([NH:1][C:2]1[CH:3]=[CH:4][C:5]([C:6]([CH2:8][CH2:9][C:10]([OH:12])=[O:11])=[O:7])=[CH:13][CH:14]=1)=[O:17])[CH3:20]. Reported procedure: 10.0 g (51.8 millimoles) of 3-(p-aminobenzoyl)propionic acid, 6.7 g (61.7 millimoles) of ethyl chloroformate and 100 ml of absolute tetrahydrofuran are refluxed for 10 hours. The product is filtered off at 10° C., washed with water and recrystallized from dimethylformamide/water. 7.8 g (57% of theory) of 3-(p-ethoxycarbonylaminobenzoyl)-propionic acid are obtained as pale beige crystals, of melting point 206°-207° C. Starting materials: CSC1=NN2C(C=CC=C2)=C1[N+](=O)[O-] (2-methylthio-3-nitropyrazolo[1,5-a]pyridine). The reagents and catalysts are [Zn] (zinc). Solvent: C(C)O (ethanol), O (water), C(C)(=O)O (acetic acid). Run at temperature 80 celsius, time 30 minute. Product: CSC1=NN2C(C=CC=C2)=C1N ((2-methylthiopyrazolo[1,5-a]pyridin-3-yl)amine), crude product. Reaction SMILES: [CH3:1][S:2][C:3]1[C:11]([N+:12]([O-])=O)=[C:6]2[CH:7]=[CH:8][CH:9]=[CH:10][N:5]2[N:4]=1>C(O)C.O.C(O)(=O)C.[Zn]>[CH3:1][S:2][C:3]1[C:11]([NH2:12])=[C:6]2[CH:7]=[CH:8][CH:9]=[CH:10][N:5]2[N:4]=1. Procedure details: To a suspension of 2-methylthio-3-nitropyrazolo[1,5-a]pyridine (Reference; Heterocycles, 1977, 6, 379) (400 mg) in ethanol (20 mL), water (10 mL), acetic acid (2 mL) was added zinc powder (800 mg) and the reaction mixture was heated and stirred for 30 minutes at 80° C. The insoluble residue was filtered out, water was added to the filtrate and extraction was performed with ethyl acetate, and then the organic extract was washed with saturated aqueous sodium bicarbonate and brine. The organic extr... Reactants: OC=1C=C(C=CC1)CC(=O)O (3-hydroxyphenylacetic acid), CO (methanol). Solvent: S(O)(O)(=O)=O (sulphuric acid). Yields the product OC=1C=C(C=CC1)CC(=O)OC (Methyl (3-hydroxyphenyl)acetate). RXN SMILES: [OH:1][C:2]1[CH:3]=[C:4]([CH2:8][C:9]([OH:11])=[O:10])[CH:5]=[CH:6][CH:7]=1.[CH3:12]O>S(=O)(=O)(O)O>[OH:1][C:2]1[CH:3]=[C:4]([CH2:8][C:9]([O:11][CH3:12])=[O:10])[CH:5]=[CH:6][CH:7]=1. Reported procedure: 10 g of 3-hydroxyphenylacetic acid are dissolved in 60 ml of methanol and 2.5 ml of sulphuric acid. The solution is heated at reflux for two hours. It is brought back to ambient temperature and the methanol is evaporated. The residue is taken up in a saturated K2CO3 solution. Extraction is carried out with AcOEt. The organic phase is dried over MgSO4, filtered and evaporated to dryness. 11.1 g of oil are obtained. The reactants are NC=1C=C(OC2=C(C(=NC=N2)N)C2=CC=C(C=C2)OC2=CC=CC=C2)C=CC1 (6-(3-aminophenoxy)-5-(4-phenoxyphenyl)pyrimidin-4-amine), O1CCN(CC1)C/C=C/C(=O)O ((E)-4-morpholinobut-2-enoic acid). Product: NC1=C(C(=NC=N1)OC=1C=C(C=CC1)NC(\C=C\CN1CCOCC1)=O)C1=CC=C(C=C1)OC1=CC=CC=C1 ((E)-N-(3-((6-amino-5-(4-phenoxyphenyl)pyrimidin-4-yl)oxy)phenyl)-4-morpholinobut-2-enamide). The yield is 19.0%. RXN SMILES: [NH2:1][C:2]1[CH:3]=[C:4]([CH:26]=[CH:27][CH:28]=1)[O:5][C:6]1[N:11]=[CH:10][N:9]=[C:8]([NH2:12])[C:7]=1[C:13]1[CH:18]=[CH:17][C:16]([O:19][C:20]2[CH:25]=[CH:24][CH:23]=[CH:22][CH:21]=2)=[CH:15][CH:14]=1.[O:29]1[CH2:34][CH2:33][N:32]([CH2:35]/[CH:36]=[CH:37]/[C:38](O)=[O:39])[CH2:31][CH2:30]1>>[NH2:12][C:8]1[N:9]=[CH:10][N:11]=[C:6]([O:5][C:4]2[CH:3]=[C:2]([NH:1][C:38](=[O:39])/[CH:37]=[CH:36]/[CH2:35][N:32]3[CH2:31][CH2:30][O:29][CH2:34][CH2:33]3)[CH:28]=[CH:27][CH:26]=2)[C:7]=1[C:13]1[CH:14]=[CH:15][C:16]([O:19][C:20]2[CH:25]=[CH:24][CH:23]=[CH:22][CH:21]=2)=[CH:17][CH:18]=1. Reported procedure: (E)-N-(3-((6-amino-5-(4-phenoxyphenyl)pyrimidin-4-yl)oxy)phenyl)-4-morpholinobut-2-enamide was prepared from 6-(3-aminophenoxy)-5-(4-phenoxyphenyl)pyrimidin-4-amine and (E)-4-morpholinobut-2-enoic acid using Method E (19% yield). HPLC: 100%, RT=3.605 min. MS: m/z=524 [M+H]+, RT=3.59 min. Starting materials: BrC1=NC=CC(=C1)OC (2-bromo-4-methoxypyridine), ClC1=CC=C(C=C1)B(O)O (4-chlorophenylboronic acid), aqueous solution, C([O-])([O-])=O.[Na+].[Na+] (sodium carbonate). Reagents/catalysts: [Pd].C1(=CC=CC=C1)P(C1=CC=CC=C1)C1=CC=CC=C1.C1(=CC=CC=C1)P(C1=CC=CC=C1)C1=CC=CC=C1.C1(=CC=CC=C1)P(C1=CC=CC=C1)C1=CC=CC=C1.C1(=CC=CC=C1)P(C1=CC=CC=C1)C1=CC=CC=C1 (tetrakis(triphenylphosphine)-palladium). Run in COCCOC (1,2-dimethoxyethane), C(C)(=O)OCC (ethyl acetate). Run at temperature 80 celsius, time 12 hour. Yields the product COC1=CC(=NC=C1)C1=CC=C(C=C1)Cl (4-(4-methoxypyridin-2-yl)-chlorobenzene). Isolated yield 72.9%. As a reaction SMILES: Br[C:2]1[CH:7]=[C:6]([O:8][CH3:9])[CH:5]=[CH:4][N:3]=1.[Cl:10][C:11]1[CH:16]=[CH:15][C:14](B(O)O)=[CH:13][CH:12]=1.C(=O)([O-])[O-].[Na+].[Na+]>COCCOC.C(OCC)(=O)C.[Pd].C1(P(C2C=CC=CC=2)C2C=CC=CC=2)C=CC=CC=1.C1(P(C2C=CC=CC=2)C2C=CC=CC=2)C=CC=CC=1.C1(P(C2C=CC=CC=2)C2C=CC=CC=2)C=CC=CC=1.C1(P(C2C=CC=CC=2)C2C=CC=CC=2)C=CC=CC=1>[CH3:9][O:8][C:6]1[CH:5]=[CH:4][N:3]=[C:2]([C:14]2[CH:15]=[CH:16][C:11]([Cl:10])=[CH:12][CH:13]=2)[CH:7]=1 |f:2.3.4,7.8.9.10.11|. Procedure: To a suspension of 2-bromo-4-methoxypyridine (1.21 g), 4-chlorophenylboronic acid (1.21 g) and tetrakis(triphenylphosphine)-palladium (372 mg) in 1,2-dimethoxyethane (20 ml) was added 2M aqueous solution of sodium carbonate (7.74 ml). The mixture was stirred at 80° C. for 12 hours under a nitrogen atmosphere, then cooled to room temperature and diluted with ethyl acetate. The organic layer was separated, washed with water and brine and dried over sodium sulfate. The solvent was evaporated under ... Reactants: CCOC(=O)N1CC(C(=O)OC)Oc2ccc(C#N)cc21, CCO, Cl, [Na+], [OH-]. Product: CCOC(=O)N1CC(C(=O)O)Oc2ccc(C#N)cc21. As a reaction SMILES: [C:1](#[N:2])[c:3]1[cH:4][c:5]2[c:6]([cH:20][cH:21]1)[O:7][CH:8]([C:16](=[O:17])[O:18][CH3:19])[CH2:9][N:10]2[C:11](=[O:12])[O:13][CH2:14][CH3:15].[CH3:25][CH2:26][OH:27].[ClH:24].[Na+:23].[OH-:22]>>[C:1](#[N:2])[c:3]1[cH:4][c:5]2[c:6]([cH:20][cH:21]1)[O:7][CH:8]([C:16](=[O:17])[OH:18])[CH2:9][N:10]2[C:11](=[O:12])[O:13][CH2:14][CH3:15].